From a dataset of the Open Reaction Database (ORD), a public repository of structured organic reaction records. describe an organic reaction: reactants, conditions, products, and yield Starting materials: [BH4-], CO, CC1CCc2ncnc(N3CC4(CCN(C(=O)OC(C)(C)C)CC4)c4cc(C(=O)c5cccc(F)c5)ccc43)c21, [Na+]. Yields the product CC1CCc2ncnc(N3CC4(CCN(C(=O)OC(C)(C)C)CC4)c4cc(C(O)c5cccc(F)c5)ccc43)c21. Reaction SMILES: [BH4-:41].[CH3:43][OH:44].[F:1][c:2]1[cH:3][c:4]([C:5](=[O:6])[c:7]2[cH:8][c:9]3[c:13]([cH:14][cH:15]2)[N:12]([c:16]2[c:17]4[c:18]([n:19][cH:20][n:21]2)[CH2:22][CH2:23][CH:24]4[CH3:25])[CH2:11][C:10]32[CH2:26][CH2:27][N:28]([C:31](=[O:32])[O:33][C:34]([CH3:35])([CH3:36])[CH3:37])[CH2:29][CH2:30]2)[cH:38][cH:39][cH:40]1.[Na+:42]>>[F:1][c:2]1[cH:3][c:4]([CH:5]([OH:6])[c:7]2[cH:8][c:9]3[c:13]([cH:14][cH:15]2)[N:12]([c:16]2[c:17]4[c:18]([n:19][cH:20][n:21]2)[CH2:22][CH2:23][CH:24]4[CH3:25])[CH2:11][C:10]32[CH2:26][CH2:27][N:28]([C:31](=[O:32])[O:33][C:34]([CH3:35])([CH3:36])[CH3:37])[CH2:29][CH2:30]2)[cH:38][cH:39][cH:40]1. The reactants are [N+](=O)([O-])C1=C(C=CC=C1)S(=O)(=O)Cl (o-nitrobenzenesulfonyl chloride), C(C)NCC (diethylamine), Cl.C(C)NCC (diethylamine hydrochloride). Run in O1CCCC1 (tetrahydrofuran). Product: [N+](=O)([O-])C1=C(C=CC=C1)S(=O)(=O)N(CC)CC (o-nitro-N,N-diethylbenzenesulfonamide). Yield: 79.2%. As a reaction SMILES: [N+:1]([C:4]1[CH:9]=[CH:8][CH:7]=[CH:6][C:5]=1[S:10](Cl)(=[O:12])=[O:11])([O-:3])=[O:2].[CH2:14]([NH:16][CH2:17][CH3:18])[CH3:15].Cl.C(NCC)C>O1CCCC1>[N+:1]([C:4]1[CH:9]=[CH:8][CH:7]=[CH:6][C:5]=1[S:10]([N:16]([CH2:17][CH3:18])[CH2:14][CH3:15])(=[O:12])=[O:11])([O-:3])=[O:2] |f:2.3|. Reported procedure: To a solution of 132.6 g of o-nitrobenzenesulfonyl chloride in 700 ml of tetrahydrofuran was added 88.5 g of diethylamine at 5°-15°. The reaction mixture was stirred at room temperature for 1 hour before the precipitated diethylamine hydrochloride was removed by filtration. The filtrate was evaporated to dryness in-vacuo and the residue dissolved in 1-chlorobutane. The 1-chlorobutane solution was washed with water, dried over magnesium sulfate and evaporated in-vacuo to give 122.4 g of o-nitro-N... The reactants are CCNCC, C#CCN(C=O)C(=O)c1ccccc1, [Cl-], Cl, C1COCCO1. The product is CCN(CC)CC#CCN(C=O)C(=O)c1ccccc1. Reaction SMILES: [CH2:15]([CH3:16])[NH:17][CH2:18][CH3:19].[CH2:1]([C:2]#[CH:3])[N:4]([CH:5]=[O:6])[C:7]([c:8]1[cH:9][cH:10][cH:11][cH:12][cH:13]1)=[O:14].[Cl-:20].[ClH:21].[O:22]1[CH2:23][CH2:27][O:26][CH2:25][CH2:24]1>>[CH2:1]([C:2]#[C:3][CH2:23][N:17]([CH2:15][CH3:16])[CH2:18][CH3:19])[N:4]([CH:5]=[O:6])[C:7]([c:8]1[cH:9][cH:10][cH:11][cH:12][cH:13]1)=[O:14]. Reactants: C(C)N1C(NC(C=2N(C=NC12)CC)=O)=O (3,7-diethylxanthine), C([O-])([O-])=O.[K+].[K+] (potassium carbonate), ClCCCC=CC (1-chloro-4-hexene). The solvent is CN(C=O)C (dimethylformamide). The product is C(C)N1C(N(C(C=2N(C=NC12)CC)=O)CCCC=CC)=O (3,7-diethyl-1-(4-hexenyl)xanthine). Isolated yield 94.7%. Reaction SMILES: [CH2:1]([N:3]1[C:11]2[N:10]=[CH:9][N:8]([CH2:12][CH3:13])[C:7]=2[C:6](=[O:14])[NH:5][C:4]1=[O:15])[CH3:2].C(=O)([O-])[O-].[K+].[K+].Cl[CH2:23][CH2:24][CH2:25][CH:26]=[CH:27][CH3:28]>CN(C)C=O>[CH2:1]([N:3]1[C:11]2[N:10]=[CH:9][N:8]([CH2:12][CH3:13])[C:7]=2[C:6](=[O:14])[N:5]([CH2:28][CH2:27][CH2:26][CH:25]=[CH:24][CH3:23])[C:4]1=[O:15])[CH3:2] |f:1.2.3|. Procedure: 2.8 g (0.1 mole) of 3,7-diethylxanthine, 15.2 g (0.11 mole) of potassium carbonate and 13.0 g (0.11 mole) of 1-chloro-4-hexene in 600 ml of dimethylformamide were stirred at 110° C. for 18 hours. After cooling down, the mixture was filtered, the filtrate was evaporated under reduced pressure and the residue was taken up in chloroform. The unreacted 3,7-diethylxanthine was removed by extracting with 1N sodium hydroxide solution by shaking, the organic phase was washed to neutrality with water, dr...